Dataset: the Open Reaction Database (ORD), a public repository of structured organic reaction records. Task: describe an organic reaction: reactants, conditions, products, and yield The reactants are [H][H] (hydrogen), C(O)([O-])=O.[Na+] (sodium hydrogen carbonate), C12(CC3CC(CC(C1)C3)C2)N (1-adamantylamine), FC1=C(C=C(C=C1)C=1OC2=C(N1)C=CC=C2)[N+](=O)[O-] (2-(4-fluoro-3-nitrophenyl)benzoxazole). Reagents/catalysts: [C].[Pd] (palladium-carbon). The solvent is O (water), C(C)O (ethanol), O1CCCC1 (tetrahydrofuran). Reaction conditions: time 4 hour. Yields the product C12(CC3CC(CC(C1)C3)C2)NC2=C(N)C=C(C=C2)C=2OC3=C(N2)C=CC=C3 (2-(2-(1-adamantylamino)anilin-5-yl)benzoxazole). Isolated yield 16.1%. RXN SMILES: F[C:2]1[CH:7]=[CH:6][C:5]([C:8]2[O:9][C:10]3[CH:16]=[CH:15][CH:14]=[CH:13][C:11]=3[N:12]=2)=[CH:4][C:3]=1[N+:17]([O-])=O.C(=O)([O-])O.[Na+].[C:25]12([NH2:35])[CH2:34][CH:29]3[CH2:30][CH:31]([CH2:33][CH:27]([CH2:28]3)[CH2:26]1)[CH2:32]2.[H][H]>C(O)C.[C].[Pd].O1CCCC1.O>[C:25]12([NH:35][C:2]3[CH:7]=[CH:6][C:5]([C:8]4[O:9][C:10]5[CH:16]=[CH:15][CH:14]=[CH:13][C:11]=5[N:12]=4)=[CH:4][C:3]=3[NH2:17])[CH2:32][CH:31]3[CH2:30][CH:29]([CH2:28][CH:27]([CH2:33]3)[CH2:26]1)[CH2:34]2 |f:1.2,6.7|. Procedure details: To a suspension of 2-(4-fluoro-3-nitrophenyl)benzoxazole (see Working Example 15-2) (300 mg, 1.16 mmol) in ethanol (5 mL) was added sodium hydrogen carbonate (195 mg, 2.32 mmol) and 1-adamantylamine (185 mg, 1.22 mmol), and this was heated to reflux with stirring for 4 hours. After the reaction was complete, this was cooled to room temperature, water was added, and the precipitated crystals were filtered off, washed with water and then dried. The crystals obtained were added to a tetrahydrofuran... The reactants are C(CO)O (ethylene glycol), Cl (HCl), CN(CC(=O)OCC)C1=CC=CC=C1 (ethyl N-methyl-N-phenylglycinate), C[O-].[Na+] (sodium methoxide). Run in O (water). Reaction conditions: temperature 150 celsius, time 13 hour. Yields the product CN(CC(=O)OCCO)C1=CC=CC=C1 (2-Hydroxyethyl N-methyl-N-phenylglycinate). RXN SMILES: [CH2:1]([OH:4])[CH2:2][OH:3].[CH3:5][N:6]([C:13]1[CH:18]=[CH:17][CH:16]=[CH:15][CH:14]=1)[CH2:7][C:8](OCC)=[O:9].C[O-].[Na+].Cl>O>[CH3:5][N:6]([C:13]1[CH:18]=[CH:17][CH:16]=[CH:15][CH:14]=1)[CH2:7][C:8]([O:3][CH2:2][CH2:1][OH:4])=[O:9] |f:2.3|. Reported procedure: Into a 100 ml. flask fitted with a condenser and a Dean-Stark trap there were placed 49.5 gms. ethylene glycol, 17 gms. of ethyl N-methyl-N-phenylglycinate and 0.7 gm. sodium methoxide. The flask and contents were heated to 150° C. in an oil bath and stirred for 13 hours. The reaction mixture was allowed to cool to room temperature and 1.25 ml. of concentrated HCl in 3.5 ml. water were added and the mixture was stirred for 10 minutes. After the ethylene glycol was distilled off at atmospheric pr... Starting materials: FC(OC1=C(CBr)C=CC=C1)(F)F (2-trifluoromethoxybenzyl bromide), [C-]#N.[Na+] (NaCN). Solvent: CN(C)C=O (DMF). Conditions: time 14 hour. Yields the product FC(OC1=C(C=CC=C1)CC#N)(F)F (2-trifluoromethoxyphenylacetonitrile). RXN SMILES: [F:1][C:2]([F:13])([F:12])[O:3][C:4]1[CH:11]=[CH:10][CH:9]=[CH:8][C:5]=1[CH2:6]Br.[C-:14]#[N:15].[Na+]>CN(C=O)C>[F:1][C:2]([F:13])([F:12])[O:3][C:4]1[CH:11]=[CH:10][CH:9]=[CH:8][C:5]=1[CH2:6][C:14]#[N:15] |f:1.2|. Procedure details: To a stirred solution of 2-trifluoromethoxybenzyl bromide (0.95 g, 3.9 mmol) from Step 2 above in DMF (5 mL) was added NaCN (0.21 g, 4.3 mmol). The mixture was stirred at ambient temperature for 14 h and the solvent was removed under reduced pressure. The residue was purified by pressurized silica gel column chromatography using 15% EtOAc-hexanes as eluant to give 2-trifluoromethoxyphenylacetonitrile as a colorless liquid (TLC Rf =0.6 (solvent)). Reactants: [N+](=O)([O-])C(CO)(CO)CCC1=CC=C(C=C1)CCCCCCCC (2-Nitro-2-(4-octylphenethyl)propane-1,3-diol), [H][H] (hydrogen). Reagents/catalysts: [Pd] (Pd on carbon). Solvent: C(C)O (ethanol). Conditions: time 2 hour. The product is NC(CO)(CO)CCC1=CC=C(C=C1)CCCCCCCC (2-amino-2-(4-octylphenethyl)propane-1,3-diol). Reaction SMILES: [N+:1]([C:4]([CH2:9][CH2:10][C:11]1[CH:16]=[CH:15][C:14]([CH2:17][CH2:18][CH2:19][CH2:20][CH2:21][CH2:22][CH2:23][CH3:24])=[CH:13][CH:12]=1)([CH2:7][OH:8])[CH2:5][OH:6])([O-])=O.[H][H]>[Pd].C(O)C>[NH2:1][C:4]([CH2:9][CH2:10][C:11]1[CH:16]=[CH:15][C:14]([CH2:17][CH2:18][CH2:19][CH2:20][CH2:21][CH2:22][CH2:23][CH3:24])=[CH:13][CH:12]=1)([CH2:7][OH:8])[CH2:5][OH:6]. Procedure: 2-Nitro-2-(4-octylphenethyl)propane-1,3-diol (25 g), absolute ethanol (250 mL) and 10% Pd on carbon (5 g, 50% wet) are charged into a 500 mL steel hydrogenation flask under a N2 atmosphere and the flask is equipped with a para shaker hydrogen operator. The mixture is hydrogenated with a H2 pressure of 60 psi (415 kPa) at room temperature for 2 hours and filtered through a Celite bed and washed with ethylacetate (200 mL). The filtrate is concentrated under reduced pressure at 50° C. to give the t...